Dataset: the Open Reaction Database (ORD), a public repository of structured organic reaction records. Task: describe an organic reaction: reactants, conditions, products, and yield Reactants: ClC=1C=C(C(=O)Cl)C=CC1Cl (3,4-dichlorobenzoyl chloride), NCC1(CCCCC1)N(CC1=CC=CC=C1)C (1-aminomethyl-N-methyl-N-benzylcyclohexylamine). Run in C1=CC=CC=C1 (benzene), C1=CC=CC=C1 (benzene). Yields the product ClC=1C=C(C(=O)NCC2(CCCCC2)N(CC2=CC=CC=C2)C)C=CC1Cl (1-[3,4-Dichlorobenzoylaminomethyl]-N-methyl-N-Benzylcyclohexylamine). Yield: 98.8%. RXN SMILES: [Cl:1][C:2]1[CH:3]=[C:4]([CH:8]=[CH:9][C:10]=1[Cl:11])[C:5](Cl)=[O:6].[NH2:12][CH2:13][C:14]1([N:20]([CH3:28])[CH2:21][C:22]2[CH:27]=[CH:26][CH:25]=[CH:24][CH:23]=2)[CH2:19][CH2:18][CH2:17][CH2:16][CH2:15]1>C1C=CC=CC=1>[Cl:1][C:2]1[CH:3]=[C:4]([CH:8]=[CH:9][C:10]=1[Cl:11])[C:5]([NH:12][CH2:13][C:14]1([N:20]([CH3:28])[CH2:21][C:22]2[CH:23]=[CH:24][CH:25]=[CH:26][CH:27]=2)[CH2:19][CH2:18][CH2:17][CH2:16][CH2:15]1)=[O:6]. Procedure details: A solution of 3,4-dichlorobenzoyl chloride (2.095 g.) in benzene (50 ml) was added to a solution of 1-aminomethyl-N-methyl-N-benzylcyclohexylamine (2.32 g.) in benzene (50 ml) and the mixture heated under reflux for 1 hr. The solution was allowed to cool, washed with 2N sodium hydroxide solution (3 × 50 ml), water (4 × 100 ml), dried (Na2SO4) and evaporated to give a white crystalline solid (4.0 g). Recrystallization from cyclohexane afforded 1-[3,4-dichlorobenzoylaminomethyl]-N-methyl-N-benzylc... The reactants are C(C1=CC=CC=C1)N1C(NCC1)=O (1-benzylimidazolidin-2-one), [H-].[Na+] (NaH), BrCCCN([Si](C)(C)C)[Si](C)(C)C (Br—(CH2)3—N(SiMe3)2). Yields the product NCCCN1C(N(CC1)CC1=CC=CC=C1)=O (1-(3-aminopropyl)-3-benzylimidazolidin-2-one). Reaction SMILES: [CH2:1]([N:8]1[CH2:12][CH2:11][NH:10][C:9]1=[O:13])[C:2]1[CH:7]=[CH:6][CH:5]=[CH:4][CH:3]=1.[H-].[Na+].Br[CH2:17][CH2:18][CH2:19][N:20]([Si](C)(C)C)[Si](C)(C)C>>[NH2:20][CH2:19][CH2:18][CH2:17][N:10]1[CH2:11][CH2:12][N:8]([CH2:1][C:2]2[CH:3]=[CH:4][CH:5]=[CH:6][CH:7]=2)[C:9]1=[O:13] |f:1.2|. Reported procedure: As shown in FIG. 9B (Scheme 4), the synthesis of 1-(3-aminopropyl)-3-benzylimidazolidin-2-one (35) will be performed by treating the starting material N1-benzylethane-1,2-diamine with diethoxymethoxyethane to form 1-benzyl-4,5-dihydro-1H-imidazole. The imidazole intermediate will be treated with BuLi (forming a lithiate) followed by quenching with water to form the final intermediate 1-benzylimidazolidin-2-one. Treating the imidazolidinone with NaH followed by Br—(CH2)3—N(SiMe3)2 under reducing ...